This data is from the Open Reaction Database (ORD), a public repository of structured organic reaction records. The task is: describe an organic reaction: reactants, conditions, products, and yield Starting materials: CC(C)(C)C(=O)C(Br)C(c1ccc(Cl)cc1Cl)S(=O)(=O)c1ccccc1, CC#N, [Na], O, c1c[nH]nn1. Product: CC(C)(C)C(=O)C=C(c1ccc(Cl)cc1Cl)S(=O)(=O)c1ccccc1. Reaction SMILES: [Br:7][CH:8]([CH:9]([S:10](=[O:11])(=[O:12])[c:13]1[cH:14][cH:15][cH:16][cH:17][cH:18]1)[c:19]1[c:20]([Cl:26])[cH:21][c:22]([Cl:25])[cH:23][cH:24]1)[C:27]([C:28]([CH3:29])([CH3:30])[CH3:31])=[O:32].[CH3:34][C:35]#[N:36].[Na:1].[OH2:33].[nH:2]1[cH:3][cH:4][n:5][n:6]1>>[CH:8](=[C:9]([S:10](=[O:11])(=[O:12])[c:13]1[cH:14][cH:15][cH:16][cH:17][cH:18]1)[c:19]1[c:20]([Cl:26])[cH:21][c:22]([Cl:25])[cH:23][cH:24]1)[C:27]([C:28]([CH3:29])([CH3:30])[CH3:31])=[O:32]. Starting materials: Nc1cccc(Br)n1, CC(C)(C)C(=O)Cl, ClCCl. Product: CC(C)(C)C(=O)Nc1cccc(Br)n1. Reaction SMILES: [Br:1][c:2]1[cH:3][cH:4][cH:5][c:6]([NH2:8])[n:7]1.[CH3:9][C:10]([C:11](=[O:12])[Cl:13])([CH3:14])[CH3:15].[Cl:16][CH2:17][Cl:18]>>[Br:1][c:2]1[cH:3][cH:4][cH:5][c:6]([NH:8][C:11]([C:10]([CH3:9])([CH3:14])[CH3:15])=[O:12])[n:7]1.